This data is from the Open Reaction Database (ORD), a public repository of structured organic reaction records. The task is: describe an organic reaction: reactants, conditions, products, and yield The reactants are C1CCNCC1, CCO, CCN(C(C)C)C(C)C, O=C(Nc1n[nH]c2ccc(OCc3cc(F)cc(F)c3)cc12)c1cccc(CCl)c1, O. The product is O=C(Nc1n[nH]c2ccc(OCc3cc(F)cc(F)c3)cc12)c1cccc(CN2CCCCC2)c1. As a reaction SMILES: [CH2:40]1[CH2:41][CH2:42][NH:43][CH2:44][CH2:45]1.[CH3:46][CH2:47][OH:48].[CH:31]([N:32]([CH2:33][CH3:34])[CH:35]([CH3:36])[CH3:37])([CH3:38])[CH3:39].[Cl:1][CH2:2][c:3]1[cH:4][c:5]([C:6](=[O:7])[NH:8][c:9]2[n:10][nH:11][c:12]3[cH:13][cH:14][c:15]([O:18][CH2:19][c:20]4[cH:21][c:22]([F:27])[cH:23][c:24]([F:26])[cH:25]4)[cH:16][c:17]23)[cH:28][cH:29][cH:30]1.[OH2:49]>>[CH2:2]([c:3]1[cH:4][c:5]([C:6](=[O:7])[NH:8][c:9]2[n:10][nH:11][c:12]3[cH:13][cH:14][c:15]([O:18][CH2:19][c:20]4[cH:21][c:22]([F:27])[cH:23][c:24]([F:26])[cH:25]4)[cH:16][c:17]23)[cH:28][cH:29][cH:30]1)[N:43]1[CH2:42][CH2:41][CH2:40][CH2:45][CH2:44]1. Starting materials: C1CCOC1, CC(Cl)OC(=O)Cl, CC(C)(F)C(c1cc(F)cc(F)c1)C1CN(C(c2ccccc2)c2ccccc2)C1. As a reaction SMILES: [CH2:38]1[O:39][CH2:40][CH2:41][CH2:42]1.[Cl:31][C:32]([O:33][CH:34]([Cl:35])[CH3:36])=[O:37].[F:1][c:2]1[cH:3][c:4]([CH:9]([C:10]([CH3:11])([CH3:12])[F:13])[CH:14]2[CH2:15][N:16]([CH:18]([c:19]3[cH:20][cH:21][cH:22][cH:23][cH:24]3)[c:25]3[cH:26][cH:27][cH:28][cH:29][cH:30]3)[CH2:17]2)[cH:5][c:6]([F:8])[cH:7]1>>[F:1][c:2]1[cH:3][c:4]([CH:9]([C:10]([CH3:11])([CH3:12])[F:13])[CH:14]2[CH2:15][NH:16][CH2:17]2)[cH:5][c:6]([F:8])[cH:7]1. The product is CC(C)(F)C(c1cc(F)cc(F)c1)C1CNC1. Starting materials: O1C(OCC1)C=1C=C(C=CC1[N+](=O)[O-])N1CCOCC1 (4-(3-(1,3-Dioxolan-2-yl)-4-nitrophenyl)morpholine), C(C)(=O)OCC (Ethyl acetate), C1(=CC=C(C=C1)S(=O)(=O)O)C (p-toluenesulfonic acid). The solvent is CC(=O)C (acetone), O (water). The product is crude product, O1CCN(CC1)C=1C=CC(=C(C=O)C1)[N+](=O)[O-] (5-morpholino-2-nitrobenzaldehyde). RXN SMILES: [O:1]1CCO[CH:2]1[C:6]1[CH:7]=[C:8]([N:15]2[CH2:20][CH2:19][O:18][CH2:17][CH2:16]2)[CH:9]=[CH:10][C:11]=1[N+:12]([O-:14])=[O:13].C1(C)C=CC(S(O)(=O)=O)=CC=1.C(OCC)(=O)C>CC(C)=O.O>[O:18]1[CH2:19][CH2:20][N:15]([C:8]2[CH:9]=[CH:10][C:11]([N+:12]([O-:14])=[O:13])=[C:6]([CH:7]=2)[CH:2]=[O:1])[CH2:16][CH2:17]1. Reported procedure: 4-(3-(1,3-Dioxolan-2-yl)-4-nitrophenyl)morpholine (15.9 g, 56.7 mmol) was dissolved in a mixture of acetone and water (100 mL/100 mL). Then p-toluenesulfonic acid (2.0 g) was added and the mixture was heated to reflux for 4 hours. Ethyl acetate was added and the organic phase was washed with saturated sodium bicarbonate and brine, and then dried over anhydrous sodium sulfate, evaporated to afford the crude product 5-morpholino-2-nitrobenzaldehyde, which was used for the next step without purific... The reactants are CC(C)(C)c1cccc(NC(=O)c2ccc(Br)c(Cl)c2)c1, CC(C)(C)OC(=O)N1CCNCC1, CC(C)(C)c1cccc(NC(=O)c2ccc(N3CCNCC3)c(F)c2)c1. The product is CC(C)(C)c1cccc(NC(=O)c2ccc(N3CCNCC3)c(Cl)c2)c1. As a reaction SMILES: [Br:1][c:2]1[c:3]([Cl:21])[cH:4][c:5]([C:6](=[O:7])[NH:8][c:9]2[cH:10][c:11]([C:15]([CH3:16])([CH3:17])[CH3:18])[cH:12][cH:13][cH:14]2)[cH:19][cH:20]1.[C:22]([O:23][C:24](=[O:25])[N:29]1[CH2:30][CH2:31][NH:32][CH2:33][CH2:34]1)([CH3:26])([CH3:27])[CH3:28].[C:35]([c:36]1[cH:37][c:38]([NH:39][C:40](=[O:41])[c:42]2[cH:43][cH:44][c:45]([N:46]3[CH2:47][CH2:48][NH:49][CH2:50][CH2:51]3)[c:52]([F:53])[cH:54]2)[cH:55][cH:56][cH:57]1)([CH3:58])([CH3:59])[CH3:60]>>[c:2]1([N:29]2[CH2:30][CH2:31][NH:32][CH2:33][CH2:34]2)[c:3]([Cl:21])[cH:4][c:5]([C:6](=[O:7])[NH:8][c:9]2[cH:10][c:11]([C:15]([CH3:16])([CH3:17])[CH3:18])[cH:12][cH:13][cH:14]2)[cH:19][cH:20]1.